describe an organic reaction: reactants, conditions, products, and yield From a dataset of the Open Reaction Database (ORD), a public repository of structured organic reaction records. Starting materials: C1COCCOCCOCCOCCO1, O=S(=O)(Cl)c1ccc(F)c(F)c1, [H-], [Na+], C1CCOC1, O=Cc1c[nH]c(-c2ccccn2)c1. Yields the product O=Cc1cc(-c2ccccn2)n(S(=O)(=O)c2ccc(F)c(F)c2)c1. RXN SMILES: [CH2:16]1[O:17][CH2:18][CH2:19][O:20][CH2:21][CH2:22][O:23][CH2:24][CH2:25][O:26][CH2:27][CH2:28][O:29][CH2:30]1.[F:31][c:32]1[cH:33][c:34]([S:39](=[O:40])(=[O:41])[Cl:42])[cH:35][cH:36][c:37]1[F:38].[H-:14].[Na+:15].[O:43]1[CH2:44][CH2:45][CH2:46][CH2:47]1.[n:1]1[c:2](-[c:7]2[cH:8][c:9]([CH:12]=[O:13])[cH:10][nH:11]2)[cH:3][cH:4][cH:5][cH:6]1>>[n:1]1[c:2](-[c:7]2[cH:8][c:9]([CH:12]=[O:13])[cH:10][n:11]2[S:39]([c:34]2[cH:33][c:32]([F:31])[c:37]([F:38])[cH:36][cH:35]2)(=[O:40])=[O:41])[cH:3][cH:4][cH:5][cH:6]1. RXN SMILES: [CH3:6][S:7](=[O:8])(=[O:9])[OH:10].[Cl:11][c:12]1[c:13]([F:36])[cH:14][c:15]2[c:16](=[O:35])[c:17]([C:30](=[O:31])[O:32][CH2:33][CH3:34])[cH:18][n:19](-[c:22]3[c:23]([F:29])[cH:24][c:25]([F:28])[cH:26][cH:27]3)[c:20]2[n:21]1.[O:1]1[CH2:2][CH2:3][CH2:4][CH2:5]1.[OH2:37]>>[Cl:11][c:12]1[c:13]([F:36])[cH:14][c:15]2[c:16](=[O:35])[c:17]([C:30](=[O:31])[OH:32])[cH:18][n:19](-[c:22]3[c:23]([F:29])[cH:24][c:25]([F:28])[cH:26][cH:27]3)[c:20]2[n:21]1. Starting materials: CS(=O)(=O)O, CCOC(=O)c1cn(-c2ccc(F)cc2F)c2nc(Cl)c(F)cc2c1=O, C1CCOC1, O. Yields the product O=C(O)c1cn(-c2ccc(F)cc2F)c2nc(Cl)c(F)cc2c1=O. Starting materials: O=C([O-])[O-], Cc1ccccc1, CCN(C(C)C)C(C)C, O=S(=O)(CCCl)c1ccccc1, [K+], [K+], O. The product is C=CS(=O)(=O)c1ccccc1. RXN SMILES: [C:20](=[O:21])([O-:22])[O-:23].[CH3:13][c:14]1[cH:15][cH:16][cH:17][cH:18][cH:19]1.[CH:26]([N:27]([CH:28]([CH3:29])[CH3:30])[CH2:31][CH3:32])([CH3:33])[CH3:34].[Cl:1][CH2:2][CH2:3][S:4](=[O:5])(=[O:6])[c:7]1[cH:8][cH:9][cH:10][cH:11][cH:12]1.[K+:24].[K+:25].[OH2:35]>>[CH2:2]=[CH:3][S:4](=[O:5])(=[O:6])[c:7]1[cH:8][cH:9][cH:10][cH:11][cH:12]1. Reactants: Cc1ccc(C(=O)Nc2nncs2)cc1B1OC(C)(C)C(C)(C)O1, Cc1noc(-c2ccc(I)cc2)n1, CN(C)C=O. Yields the product Cc1noc(-c2ccc(-c3cc(C(=O)Nc4nncs4)ccc3C)cc2)n1. RXN SMILES: [CH3:14][c:15]1[c:16]([B:29]2[O:30][C:31]([CH3:32])([CH3:33])[C:34]([CH3:35])([CH3:36])[O:37]2)[cH:17][c:18]([C:19](=[O:20])[NH:21][c:22]2[s:23][cH:24][n:25][n:26]2)[cH:27][cH:28]1.[I:1][c:2]1[cH:3][cH:4][c:5](-[c:8]2[n:9][c:10]([CH3:13])[n:11][o:12]2)[cH:6][cH:7]1.[O:38]=[CH:39][N:40]([CH3:41])[CH3:42]>>[c:2]1(-[c:16]2[c:15]([CH3:14])[cH:28][cH:27][c:18]([C:19](=[O:20])[NH:21][c:22]3[s:23][cH:24][n:25][n:26]3)[cH:17]2)[cH:3][cH:4][c:5](-[c:8]2[n:9][c:10]([CH3:13])[n:11][o:12]2)[cH:6][cH:7]1. The reactants are CCOc1cc(C(C)(C)C)ncc1C1=NC(C)(c2ccc(Cl)cc2)C(C)(c2ccc(Cl)cc2)N1C(=O)N1CCC(N2CCNC(=O)C2)CC1, CI, CN(C)C=O, [H-], [Na+]. The product is CCOc1cc(C(C)(C)C)ncc1C1=NC(C)(c2ccc(Cl)cc2)C(C)(c2ccc(Cl)cc2)N1C(=O)N1CCC(N2CCN(C)C(=O)C2)CC1. As a reaction SMILES: [C:1]([CH3:2])([CH3:3])([CH3:4])[c:5]1[cH:6][c:7]([O:47][CH2:48][CH3:49])[c:8]([C:11]2=[N:15][C:14]([CH3:16])([c:17]3[cH:18][cH:19][c:20]([Cl:23])[cH:21][cH:22]3)[C:13]([CH3:24])([c:25]3[cH:26][cH:27][c:28]([Cl:31])[cH:29][cH:30]3)[N:12]2[C:32](=[O:33])[N:34]2[CH2:35][CH2:36][CH:37]([N:40]3[CH2:41][C:42](=[O:46])[NH:43][CH2:44][CH2:45]3)[CH2:38][CH2:39]2)[cH:9][n:10]1.[CH3:52][I:53].[CH3:54][N:55]([CH3:56])[CH:57]=[O:58].[H-:50].[Na+:51]>>[C:1]([CH3:2])([CH3:3])([CH3:4])[c:5]1[cH:6][c:7]([O:47][CH2:48][CH3:49])[c:8]([C:11]2=[N:15][C:14]([CH3:16])([c:17]3[cH:18][cH:19][c:20]([Cl:23])[cH:21][cH:22]3)[C:13]([CH3:24])([c:25]3[cH:26][cH:27][c:28]([Cl:31])[cH:29][cH:30]3)[N:12]2[C:32](=[O:33])[N:34]2[CH2:35][CH2:36][CH:37]([N:40]3[CH2:41][C:42](=[O:46])[N:43]([CH3:52])[CH2:44][CH2:45]3)[CH2:38][CH2:39]2)[cH:9][n:10]1. Starting materials: C1CCNCC1, CCCCCCCCCC(=O)O, O=C1CCC(C(=O)O)N1. The product is CCCCCCCC(O)CC(=O)O. RXN SMILES: [CH2:13]1[CH2:14][CH2:15][NH:16][CH2:17][CH2:18]1.[CH3:1][CH2:2][CH2:3][CH2:4][CH2:5][CH2:6][CH2:7][CH2:8][CH2:9][C:10]([OH:11])=[O:12].[NH:19]1[C:20](=[O:24])[CH2:21][CH2:22][CH:23]1[C:25]([OH:26])=[O:27]>>[CH3:1][CH2:2][CH2:3][CH2:4][CH2:5][CH2:6][CH2:7][CH:8]([CH2:9][C:10]([OH:11])=[O:12])[OH:24]. The reactants are C(C)(C)(C)OC(N[C@@H](CCCOC1=C(C=CC(=C1)[N+](=O)[O-])S(N=CN(C)C)(=O)=O)CO)=O ((S)-{4-[2-(dimethylaminomethylene-sulfamoyl)-5-nitro-phenoxy]-1-hydroxymethyl-butyl}-carbamic acid-tert-butyl ester), solution, Cl (hydrochloric acid). Run in C(C)#N (acetonitrile), O1CCOCC1 (dioxane). Reaction conditions: time 4 hour. The product is NC(CCCOC1=C(C=CC(=C1)[N+](=O)[O-])S(=O)(=O)N=CN(C)C)CO (2-(4-amino-5-hydroxy-pentyloxy)-N-dimethylaminomethylene-4-nitro-benzenesulfonamide), Cl (hydrochloride). As a reaction SMILES: C(OC(=O)[NH:7][C@H:8]([CH2:30][OH:31])[CH2:9][CH2:10][CH2:11][O:12][C:13]1[CH:18]=[C:17]([N+:19]([O-:21])=[O:20])[CH:16]=[CH:15][C:14]=1[S:22](=[O:29])(=[O:28])[N:23]=[CH:24][N:25]([CH3:27])[CH3:26])(C)(C)C.[ClH:33]>C(#N)C.O1CCOCC1>[NH2:7][CH:8]([CH2:30][OH:31])[CH2:9][CH2:10][CH2:11][O:12][C:13]1[CH:18]=[C:17]([N+:19]([O-:21])=[O:20])[CH:16]=[CH:15][C:14]=1[S:22]([N:23]=[CH:24][N:25]([CH3:27])[CH3:26])(=[O:29])=[O:28].[ClH:33]. Procedure details: A solution of 212 mg (0.45 mmol) of (S)-{4-[2-(dimethylaminomethylene-sulfamoyl)-5-nitro-phenoxy]-1-hydroxymethyl-butyl}-carbamic acid-tert-butyl ester in 5 ml of acetonitrile is mixed at room temperature with 0.75 ml of a 4 molar solution of hydrochloric acid in dioxane. After 4 hours, the batch is concentrated by evaporation, and 2-(4-amino-5-hydroxy-pentyloxy)-N-dimethylaminomethylene-4-nitro-benzenesulfonamide is obtained in the form of hydrochloride.